The task is: describe an organic reaction: reactants, conditions, products, and yield. This data is from the Open Reaction Database (ORD), a public repository of structured organic reaction records. The reactants are CC(=O)[CH-]C(C)=O, CCO, CCOC(C)=O, [Cu+2], OO, c1cncc(C2CCCCS2)c1. Yields the product O=S1CCCCC1c1cccnc1. As a reaction SMILES: [CH-:25]([C:26](=[O:27])[CH3:28])[C:29](=[O:30])[CH3:31].[CH3:15][CH2:16][OH:17].[CH3:18][CH2:19][O:20][C:21](=[O:22])[CH3:23].[Cu+2:24].[OH:13][OH:14].[n:1]1[cH:2][c:3]([CH:7]2[S:8][CH2:9][CH2:10][CH2:11][CH2:12]2)[cH:4][cH:5][cH:6]1>>[n:1]1[cH:2][c:3]([CH:7]2[S:8](=[O:13])[CH2:9][CH2:10][CH2:11][CH2:12]2)[cH:4][cH:5][cH:6]1. Reactants: O1N=C(C=C1)C1=C2C=3[C@H](CNC3C=C1)C[C@@H](C2)N(CCC)CCC ((-)(2aR,4S)-6-(3-isoxazolyl)-4-(di-n-propylamino)-1,2,2a,3,4,5-hexahydrobenz[cd]indole). The reagents and catalysts are O=[Mn]=O (MnO2). The solvent is C(Cl)Cl (CH2Cl2). Run at time 4 hour. Product: O1N=C(C=C1)C1=C2C=3C(=CNC3C=C1)C[C@@H](C2)N(CCC)CCC ((-)(4R)-6-(3-isoxazolyl)-4-(di-n-propylamino)-1,3,4,5-tetrahydrobenz[cd]indole). Isolated yield 14.2%. As a reaction SMILES: [O:1]1[CH:5]=[CH:4][C:3]([C:6]2[CH:14]=[CH:13][C:12]3[NH:11][CH2:10][C@@H:9]4[CH2:15][C@H:16]([N:18]([CH2:22][CH2:23][CH3:24])[CH2:19][CH2:20][CH3:21])[CH2:17][C:7]=2[C:8]=34)=[N:2]1>C(Cl)Cl.O=[Mn]=O>[O:1]1[CH:5]=[CH:4][C:3]([C:6]2[CH:14]=[CH:13][C:12]3[NH:11][CH:10]=[C:9]4[CH2:15][C@H:16]([N:18]([CH2:22][CH2:23][CH3:24])[CH2:19][CH2:20][CH3:21])[CH2:17][C:7]=2[C:8]=34)=[N:2]1. Reported procedure: A mixture of (-)(2aR,4S)-6-(3-isoxazolyl)-4-(di-n-propylamino)-1,2,2a,3,4,5-hexahydrobenz[cd]indole (400 mg, 1.2 mmol) and 1 g of MnO2 in 100 ml of CH2Cl2 was sonicated at 50-55 KHz for four hours. The reaction mixture was warmed to reflux during the time period. After four hours, the reaction mixture was filtered through a celite pad and the filtrate was concentrated to dryness in vacuo. The resulting residue was chromatographed (flash column, silica gel, EtOAc) to provide 55 mg of title produc...